This data is from the Open Reaction Database (ORD), a public repository of structured organic reaction records. The task is: describe an organic reaction: reactants, conditions, products, and yield The reactants are C1CCOC1, O=C(Cl)Oc1ccc([N+](=O)[O-])cc1, Nc1ccon1. Yields the product O=C(Nc1ccon1)Oc1ccc([N+](=O)[O-])cc1. RXN SMILES: [CH2:20]1[O:21][CH2:22][CH2:23][CH2:24]1.[Cl:7][C:8](=[O:9])[O:10][c:11]1[cH:12][cH:13][c:14]([N+:17](=[O:18])[O-:19])[cH:15][cH:16]1.[NH2:1][c:2]1[n:3][o:4][cH:5][cH:6]1>>[NH:1]([c:2]1[n:3][o:4][cH:5][cH:6]1)[C:8](=[O:9])[O:10][c:11]1[cH:12][cH:13][c:14]([N+:17](=[O:18])[O-:19])[cH:15][cH:16]1. Starting materials: COC(=O)C1CNC2CCN(C(=O)C(NC(=O)OC(C)(C)C)C3CCCCC3)C21, CS(=O)(=O)Cl, CN(C)c1ccncc1, CCN(C(C)C)C(C)C, ClCCl. Product: COC(=O)C1CN(S(C)(=O)=O)C2CCN(C(=O)C(NC(=O)OC(C)(C)C)C3CCCCC3)C12. As a reaction SMILES: [CH3:1][O:2][C:3](=[O:4])[CH:5]1[CH:6]2[CH:7]([NH:8][CH2:9]1)[CH2:10][CH2:11][N:12]2[C:13]([CH:14]([CH:15]1[CH2:16][CH2:17][CH2:18][CH2:19][CH2:20]1)[NH:21][C:22](=[O:23])[O:24][C:25]([CH3:26])([CH3:27])[CH3:28])=[O:29].[CH3:39][S:40]([Cl:41])(=[O:42])=[O:43].[CH3:47][N:48]([c:49]1[cH:50][cH:51][n:52][cH:53][cH:54]1)[CH3:55].[CH:30]([N:31]([CH2:32][CH3:33])[CH:34]([CH3:35])[CH3:36])([CH3:37])[CH3:38].[Cl:44][CH2:45][Cl:46]>>[CH3:1][O:2][C:3](=[O:4])[CH:5]1[CH:6]2[CH:7]([N:8]([S:40]([CH3:39])(=[O:42])=[O:43])[CH2:9]1)[CH2:10][CH2:11][N:12]2[C:13]([CH:14]([CH:15]1[CH2:16][CH2:17][CH2:18][CH2:19][CH2:20]1)[NH:21][C:22](=[O:23])[O:24][C:25]([CH3:26])([CH3:27])[CH3:28])=[O:29]. Reactants: ClC(=O)OCC1=CC=CC=C1 (Benzyl chloroformate), C(CN)N (ethylenediamine), [OH-].[Na+] (NaOH). Run at time 4 hour. Product: C(=O)(OCC1=CC=CC=C1)N(CCN)C(=O)OCC1=CC=CC=C1 (N,N-Bis-Carbobenzyloxyethylenediamine). Reaction SMILES: Cl[C:2]([O:4][CH2:5][C:6]1[CH:11]=[CH:10][CH:9]=[CH:8][CH:7]=1)=[O:3].[CH2:12]([NH2:15])[CH2:13][NH2:14].[OH-:16].[Na+]>>[C:2]([N:14]([C:2]([O:4][CH2:5][C:6]1[CH:11]=[CH:10][CH:9]=[CH:8][CH:7]=1)=[O:16])[CH2:13][CH2:12][NH2:15])([O:4][CH2:5][C:6]1[CH:11]=[CH:10][CH:9]=[CH:8][CH:7]=1)=[O:3] |f:2.3|. Procedure details: Benzyl chloroformate (40 mL, 280 mmol) was added dropwise over 45 min to a vigorously stirred solution of ethylenediamine (9.4 mL, 0.5 equiv) in 1M NaOH (310 mL, 1 equiv) at 0° C. A heavy white precipitate formed and the mixture was stirred for 4 h following addition. The resulting solid product was collected by filtration, washed with water and then hexane, and then air-dried overnight (46.17 g, 100%). 1H-NMR (CDCl3) δ 3.32 (s, 4H), 5.10 (s, 4H), 5.23 (br, 2H), 7.35 (s, 10HS MS (ESI) 329.3 (MH)... Reactants: C(C)(C)(C)OC(CN1C(=NC2=C1C=CC(=C2)N(C(C2=CC=C(C=C2)Cl)=O)CC2=CC=CC=C2)CCC)=O ({5-[Benzyl-(4-chloro-benzoyl)-amino]-2-propyl-benzoimidazol-1-yl}-acetic acid tert-butyl ester), C(=O)(C(F)(F)F)O (TFA). Product: C(C1=CC=CC=C1)N(C1=CC2=C(N(C(=N2)CCC)CC(=O)O)C=C1)C(C1=CC=C(C=C1)Cl)=O ({5-[Benzyl-(4-chloro-benzoyl)-amino]-2-propyl-benzoimidazol-1-yl}-acetic acid). Reaction SMILES: C([O:5][C:6](=[O:37])[CH2:7][N:8]1[C:12]2[CH:13]=[CH:14][C:15]([N:17]([CH2:27][C:28]3[CH:33]=[CH:32][CH:31]=[CH:30][CH:29]=3)[C:18](=[O:26])[C:19]3[CH:24]=[CH:23][C:22]([Cl:25])=[CH:21][CH:20]=3)=[CH:16][C:11]=2[N:10]=[C:9]1[CH2:34][CH2:35][CH3:36])(C)(C)C.C(O)(C(F)(F)F)=O>>[CH2:27]([N:17]([C:18](=[O:26])[C:19]1[CH:20]=[CH:21][C:22]([Cl:25])=[CH:23][CH:24]=1)[C:15]1[CH:14]=[CH:13][C:12]2[N:8]([CH2:7][C:6]([OH:37])=[O:5])[C:9]([CH2:34][CH2:35][CH3:36])=[N:10][C:11]=2[CH:16]=1)[C:28]1[CH:33]=[CH:32][CH:31]=[CH:30][CH:29]=1. Reported procedure: {5-[Benzyl-(4-chloro-benzoyl)-amino]-2-propyl-benzoimidazol-1-yl}-acetic acid tert-butyl ester (0.12 mmol) was treated with TFA (2 mL) for 2 hours, concentrated, and purified by preparative LCMS to give the title compound. MS calculated for C26H24ClN3O3+H: 462, observed: 462. Reactants: Cl.NC[C@@H]1C[C@@H](CC2=C(C(=CC=C12)OC)OC)C1CCCCC1 ([1R,3S]1-Aminomethyl-3-cyclohexyl-5,6-dimethoxy-1,2,3,4-tetrahydronaphthalene hydrochloride), CO (methanol), B(Br)(Br)Br (Boron tribromide), solution. The solvent is C(Cl)Cl (methylene chloride), C(Cl)Cl (methylene chloride). Conditions: time 1 hour. Product: Br.NC[C@@H]1C[C@@H](CC2=C(C(=CC=C12)O)O)C1CCCCC1 ([1R, 3S]1-aminomethyl-3-cyclohexyl-5,6-dihydroxy-1,2,3,4-tetrahydronaphthalene hydrobromide). Yield: 65.0%. As a reaction SMILES: Cl.[NH2:2][CH2:3][C@H:4]1[C:13]2[C:8](=[C:9]([O:16]C)[C:10]([O:14]C)=[CH:11][CH:12]=2)[CH2:7][C@@H:6]([CH:18]2[CH2:23][CH2:22][CH2:21][CH2:20][CH2:19]2)[CH2:5]1.B(Br)(Br)[Br:25].CO>C(Cl)Cl>[BrH:25].[NH2:2][CH2:3][C@H:4]1[C:13]2[C:8](=[C:9]([OH:16])[C:10]([OH:14])=[CH:11][CH:12]=2)[CH2:7][C@@H:6]([CH:18]2[CH2:19][CH2:20][CH2:21][CH2:22][CH2:23]2)[CH2:5]1 |f:0.1,5.6|. Reported procedure: [1R,3S]1-Aminomethyl-3-cyclohexyl-5,6-dimethoxy-1,2,3,4-tetrahydronaphthalene hydrochloride (0.7 g, 2.3 mmol), from Step 1, was suspended in 20 mL of methylene chloride at -78° C. Boron tribromide (9.7 mL of a 1M solution in methylene chloride, 9.7 mmol) was added and the reaction mixture was allowed to warm to ambient temperature. After stirring at ambient temperature for 1 h, the reaction mixture was cooled to -78° C. and 10 mL of methanol was added. The reaction mixture was again allowed to w... Starting materials: CCN, COC(=O)C(C)Oc1cccc2ncnc(Nc3ccc4c(cnn4Cc4cscn4)c3)c12. Yields the product CCNC(=O)C(C)Oc1cccc2ncnc(Nc3ccc4c(cnn4Cc4cscn4)c3)c12. As a reaction SMILES: [CH3:34][CH2:35][NH2:36].[s:1]1[cH:2][n:3][c:4]([CH2:6][n:7]2[n:8][cH:9][c:10]3[cH:11][c:12]([NH:16][c:17]4[n:18][cH:19][n:20][c:21]5[cH:22][cH:23][cH:24][c:25]([O:27][CH:28]([C:29]([O:31][CH3:30])=[O:32])[CH3:33])[c:26]45)[cH:13][cH:14][c:15]23)[cH:5]1>>[s:1]1[cH:2][n:3][c:4]([CH2:6][n:7]2[n:8][cH:9][c:10]3[cH:11][c:12]([NH:16][c:17]4[n:18][cH:19][n:20][c:21]5[cH:22][cH:23][cH:24][c:25]([O:27][CH:28]([C:29](=[O:31])[NH:36][CH2:35][CH3:34])[CH3:33])[c:26]45)[cH:13][cH:14][c:15]23)[cH:5]1. Starting materials: CC=1C=CC(=CC1)C(=O)O (p-toluic acid), BrN1C(CCC1=O)=O (N-bromo-succinimide), C(C1=CC=CC=C1)(=O)OOC(C1=CC=CC=C1)=O (benzoyl peroxide). Solvent: C1=CC=CC=C1 (benzene). The product is BrC1=C(C=CC(=C1)C(=O)O)C (bromo-p-toluic acid). RXN SMILES: [CH3:1][C:2]1[CH:3]=[CH:4][C:5]([C:8]([OH:10])=[O:9])=[CH:6][CH:7]=1.[Br:11]N1C(=O)CCC1=O.C(OOC(=O)C1C=CC=CC=1)(=O)C1C=CC=CC=1>C1C=CC=CC=1>[Br:11][C:7]1[CH:6]=[C:5]([C:8]([OH:10])=[O:9])[CH:4]=[CH:3][C:2]=1[CH3:1]. Procedure: Briefly described, p-toluic acid 2 is refluxed with N-bromo-succinimide and benzoyl peroxide in dry benzene to give a bromo-p-toluic acid 3 which, upon reaction with nitric acid, is converted to 3-nitro-4-bromomethyl benzoic acid 4. This is believed to be a new compound and represents a parent compound in the synthesis forming the subject matter of this invention. At slightly higher temperatures, above -10° C., the corresponding dinitro derivative 4a predominates. The reactants are O1CCOCC1 (dioxane), NC1=NC(=CC(=N1)Cl)Cl (2-amino-4,6-dichloropyrimidine), FCF (difluoromethane). Solvent: [OH-].[Na+] (sodium hydroxide). Conditions: time 1 hour. Product: NC1=NC(=CC(=N1)Cl)OC(F)F (2-Amino-4-chloro-6-difluoromethoxy-pyrimidine). RXN SMILES: [NH2:1][C:2]1[N:7]=[C:6]([Cl:8])[CH:5]=[C:4](Cl)[N:3]=1.[O:10]1CCOCC1.[F:16][CH2:17][F:18]>[OH-].[Na+]>[NH2:1][C:2]1[N:7]=[C:6]([Cl:8])[CH:5]=[C:4]([O:10][CH:17]([F:18])[F:16])[N:3]=1 |f:3.4|. Procedure details: A suspension of 16.4 g of 2-amino-4,6-dichloropyrimidine in 100 ml of 40% sodium hydroxide solution is stirred for 1 hour at a temperature of 95° to 100° C. After the addition of 200 ml of dioxane, there are added at a temperature of 70° to 75° C., within 1 hour, 20 g of gaseous difluoromethane. The organic phase is separated, and concentrated to about 1/5 of its volume; it is then poured into water and the solid precipitate is removed. The yield is 6 g of 2-amino-4-chloro-6-difluoromethoxy-pyri... Reactants: FC1=CC=C(C=C1)C=1OC=C(N1)C(CN)(C)C (2-(2-(4-fluorophenyl)oxazol-4-yl)-2-methylpropan-1-amine), FC(C(=O)C1=CC=C(S1)C=1C=NC=C(C(=O)O)C1)(F)F (5-(5-(2,2,2-trifluoroacetyl)thiophen-2-yl)nicotinic acid). Yields the product FC1=CC=C(C=C1)C=1OC=C(N1)C(CNC(C1=CN=CC(=C1)C=1SC(=CC1)C(C(F)(F)F)=O)=O)(C)C (N-(2-(2-(4-Fluorophenyl)oxazol-4-yl)-2-methylpropyl)-5-(5-(2,2,2-trifluoroacetyl)thiophen-2-yl)nicotinamide). Isolated yield 26.0%. Reaction SMILES: [F:1][C:2]1[CH:7]=[CH:6][C:5]([C:8]2[O:9][CH:10]=[C:11]([C:13]([CH3:17])([CH3:16])[CH2:14][NH2:15])[N:12]=2)=[CH:4][CH:3]=1.[F:18][C:19]([F:37])([F:36])[C:20]([C:22]1[S:26][C:25]([C:27]2[CH:28]=[N:29][CH:30]=[C:31]([CH:35]=2)[C:32](O)=[O:33])=[CH:24][CH:23]=1)=[O:21]>>[F:1][C:2]1[CH:3]=[CH:4][C:5]([C:8]2[O:9][CH:10]=[C:11]([C:13]([CH3:17])([CH3:16])[CH2:14][NH:15][C:32](=[O:33])[C:31]3[CH:35]=[C:27]([C:25]4[S:26][C:22]([C:20](=[O:21])[C:19]([F:36])([F:18])[F:37])=[CH:23][CH:24]=4)[CH:28]=[N:29][CH:30]=3)[N:12]=2)=[CH:6][CH:7]=1. Procedure details: This compound was synthesized from 2-(2-(4-fluorophenyl)oxazol-4-yl)-2-methylpropan-1-amine and 5-(5-(2,2,2-trifluoroacetyl)thiophen-2-yl)nicotinic acid as described in example 8 step 6 (45 mg, yield 26%). 1H NMR (400 MHz, DMSO-d6) δ 9.21 (d, J=2.1 Hz, 1H), 9.01 (s, 1H), 8.66-8.60 (m, 1H), 8.52-8.51 (t, J=2.0 Hz, 1H), 8.21-8.20 (m, 1H), 8.02-7.98 (m, 4H), 7.36-7.30 (m, 2H), 3.53-3.52 (d, J=6.1 Hz, 2H), 1.30 (s, 6H). Reactants: ClC1=CC=C(C=C1C1=CC(=CC=C1)C=O)CNC(=O)C1=CC(=CC=C1)C(=O)NCC=1C(=C2C(=NC1CC)N(N=C2)CC)NC2CCOCC2 (N-[(6-Chloro-3′-formyl-3-biphenylyl)methyl]-N′-{[1,6-diethyl-4-(tetrahydro-2H-pyran-4-ylamino)-1H-pyrazolo[3,4-b]pyridin-5-yl]methyl}-1,3-benzenedicarboxamide), C(C)(=O)O[BH-](OC(C)=O)OC(C)=O.[Na+] (Sodium triacetoxyborohydride), C(=O)(C(F)(F)F)O (TFA), CC(C)(C)C1N(CCCNC1)C(=O)[O-] (1,1-dimethylethylhexahydro-1H-1,4-diazepine-1-carboxylate), C(C)(=O)O (acetic acid). The solvent is C(Cl)Cl (CH2Cl2), ClCCCl (1,2-dichloroethane). Product: ClC1=CC=C(C=C1C1=CC(=CC=C1)CN1CCNCCC1)CNC(=O)C1=CC(=CC=C1)C(=O)NCC=1C(=C2C(=NC1CC)N(N=C2)CC)NC2CCOCC2 (N-{[6-Chloro-3′-(hexahydro-1H-1,4-diazepin-1-ylmethyl)-3-biphenylyl]methyl}-N′-{[1,6-diethyl-4-(tetrahydro-2H-pyran-4-ylamino)-1H-pyrazolo[3,4-b]pyridin-5-yl]methyl}-1,3-benzenedicarboxamide). RXN SMILES: [Cl:1][C:2]1[C:7]([C:8]2[CH:13]=[CH:12][CH:11]=[C:10]([CH:14]=O)[CH:9]=2)=[CH:6][C:5]([CH2:16][NH:17][C:18]([C:20]2[CH:25]=[CH:24][CH:23]=[C:22]([C:26]([NH:28][CH2:29][C:30]3[C:31]([NH:43][CH:44]4[CH2:49][CH2:48][O:47][CH2:46][CH2:45]4)=[C:32]4[CH:40]=[N:39][N:38]([CH2:41][CH3:42])[C:33]4=[N:34][C:35]=3[CH2:36][CH3:37])=[O:27])[CH:21]=2)=[O:19])=[CH:4][CH:3]=1.CC([CH:54]1[CH2:60][NH:59][CH2:58][CH2:57][CH2:56][N:55]1C([O-])=O)(C)C.C(O)(=O)C.C(O[BH-](OC(=O)C)OC(=O)C)(=O)C.[Na+].C(O)(C(F)(F)F)=O>ClCCCl.C(Cl)Cl>[Cl:1][C:2]1[C:7]([C:8]2[CH:13]=[CH:12][CH:11]=[C:10]([CH2:14][N:55]3[CH2:56][CH2:57][CH2:58][NH:59][CH2:60][CH2:54]3)[CH:9]=2)=[CH:6][C:5]([CH2:16][NH:17][C:18]([C:20]2[CH:25]=[CH:24][CH:23]=[C:22]([C:26]([NH:28][CH2:29][C:30]3[C:31]([NH:43][CH:44]4[CH2:45][CH2:46][O:47][CH2:48][CH2:49]4)=[C:32]4[CH:40]=[N:39][N:38]([CH2:41][CH3:42])[C:33]4=[N:34][C:35]=3[CH2:36][CH3:37])=[O:27])[CH:21]=2)=[O:19])=[CH:4][CH:3]=1 |f:3.4|. Procedure details: N-[(6-Chloro-3′-formyl-3-biphenylyl)methyl]-N′-{[1,6-diethyl-4-(tetrahydro-2H-pyran-4-ylamino)-1H-pyrazolo[3,4-b]pyridin-5-yl]methyl}-1,3-benzenedicarboxamide (0.034 g, 0.05 mmol), 1,1-dimethylethylhexahydro-1H-1,4-diazepine-1-carboxylate (0.012 g, 0.06 mmol), and acetic acid (0.0036 g, 0.06 mmol) were combined in 1,2-dichloroethane (2 mL), and the mixture stirred for thirty min. Sodium triacetoxyborohydride (0.0148 g, 0.07 mmol) was added and the mixture stirred overnight at room temperature. S...